Dataset: the Open Reaction Database (ORD), a public repository of structured organic reaction records. Task: describe an organic reaction: reactants, conditions, products, and yield The reactants are CCO, C=C(C)CN1NC(=O)C2CC2C1=O. Yields the product CC(C)CN1NC(=O)C2CC2C1=O. As a reaction SMILES: [CH2:14]([OH:15])[CH3:16].[CH3:1][C:2]([CH2:3][N:4]1[C:5](=[O:12])[CH:6]2[CH2:7][CH:8]2[C:9](=[O:11])[NH:10]1)=[CH2:13]>>[CH3:1][CH:2]([CH2:3][N:4]1[C:5](=[O:12])[CH:6]2[CH2:7][CH:8]2[C:9](=[O:11])[NH:10]1)[CH3:13]. Starting materials: O[C@](C(=O)OC(C)(C)C)([C@H](\C=C\CCCCCNC(=O)OCC[Si](C)(C)C)C(=O)N1C(OC([C@@H]1C(C)C)(C1=CC=CC=C1)C1=CC=CC=C1)=S)CCC (tert-Butyl (E)-(2S,3S)-2-hydroxy-3-((S)-4-isopropyl-5,5-diphenyl-2-thioxo-oxazolidine-3-carbonyl)-2-propyl-10-(2-trimethylsilanyl-ethoxycarbonylamino)-dec-4-enoate), N[C@H](C(=O)OC)CC1=CC=C(C=C1)OCC#CC (methyl (S)-2-amino-3-(4-but-2-ynyloxy-phenyl)-propionate). The solvent is ClCCl (dichloromethane). Reaction conditions: temperature 40 celsius. The product is C(C#CC)OC1=CC=C(C=C1)C[C@@H](C(=O)OC)NC(=O)[C@H]([C@](C(=O)OC(C)(C)C)(CCC)O)\C=C\CCCCCNC(=O)OCC[Si](C)(C)C (tert-butyl (E)-(2S,3S)-3-[(S)-2-(4-but-2-ynyloxy-phenyl)-1-methoxycarbonyl-ethylcarbamoyl]-2-hydroxy-2-propyl-10-(2-trimethylsilanyl-ethoxycarbonylamino)-dec-4-enoate). Yield: 8.1%. RXN SMILES: [OH:1][C@@:2]([CH2:51][CH2:52][CH3:53])([C@@H:10]([C:28](N1[C@@H](C(C)C)C(C2C=CC=CC=2)(C2C=CC=CC=2)OC1=S)=[O:29])/[CH:11]=[CH:12]/[CH2:13][CH2:14][CH2:15][CH2:16][CH2:17][NH:18][C:19]([O:21][CH2:22][CH2:23][Si:24]([CH3:27])([CH3:26])[CH3:25])=[O:20])[C:3]([O:5][C:6]([CH3:9])([CH3:8])[CH3:7])=[O:4].[NH2:54][C@@H:55]([CH2:60][C:61]1[CH:66]=[CH:65][C:64]([O:67][CH2:68][C:69]#[C:70][CH3:71])=[CH:63][CH:62]=1)[C:56]([O:58][CH3:59])=[O:57]>ClCCl>[CH2:68]([O:67][C:64]1[CH:63]=[CH:62][C:61]([CH2:60][C@H:55]([NH:54][C:28]([C@@H:10](/[CH:11]=[CH:12]/[CH2:13][CH2:14][CH2:15][CH2:16][CH2:17][NH:18][C:19]([O:21][CH2:22][CH2:23][Si:24]([CH3:25])([CH3:27])[CH3:26])=[O:20])[C@@:2]([OH:1])([CH2:51][CH2:52][CH3:53])[C:3]([O:5][C:6]([CH3:9])([CH3:8])[CH3:7])=[O:4])=[O:29])[C:56]([O:58][CH3:59])=[O:57])=[CH:66][CH:65]=1)[C:69]#[C:70][CH3:71]. Reported procedure: tert-Butyl (E)-(2S,3S)-2-hydroxy-3-((S)-4-isopropyl-5,5-diphenyl-2-thioxo-oxazolidine-3-carbonyl)-2-propyl-10-(2-trimethylsilanyl-ethoxycarbonylamino)-dec-4-enoate (582 mg, 0.759 mmol) and methyl (S)-2-amino-3-(4-but-2-ynyloxy-phenyl)-propionate (376 mg, 1.52 mmol) were dissolved in dichloromethane (10 mL), and dichloromethane was then distilled off under reduced pressure. The obtained mixture was warmed at 40° C. for 41 hours. The reaction mixture was purified on Biotage (silica gel, n-hexane/e... Starting materials: BrN1C(CCC1=O)=O (N-Bromosuccinimide), [Si](C)(C)(C(C)(C)C)OC(CN1C=C(C2=C1N=CN=C2N)C=2C=NC1=CC=CC=C1C2)C=C (7-(2-(tert-butyldimethylsilyloxy)-3-butenyl)-5-(quinolin-3-yl)-7H-pyrrolo[2,3-d]pyrimidin-4-amine), C([O-])(O)=O.[Na+] (sodium bicarbonate). The solvent is CN(C)C=O (DMF). Conditions: time 30 minute. The product is BrC1=C(C2=C(N=CN=C2N)N1CC(C=C)O[Si](C)(C)C(C)(C)C)C=1C=NC2=CC=CC=C2C1 (6-bromo-7-(2-(tert-butyldimethylsilyloxy)-3-butenyl)-5-(quinolin-3-yl)-7H-pyrrolo[2,3-d]pyrimidin-4-amine). Isolated yield 90.1%. Reaction SMILES: [Br:1]N1C(=O)CCC1=O.[Si:9]([O:16][CH:17]([CH:39]=[CH2:40])[CH2:18][N:19]1[C:23]2[N:24]=[CH:25][N:26]=[C:27]([NH2:28])[C:22]=2[C:21]([C:29]2[CH:30]=[N:31][C:32]3[C:37]([CH:38]=2)=[CH:36][CH:35]=[CH:34][CH:33]=3)=[CH:20]1)([C:12]([CH3:15])([CH3:14])[CH3:13])([CH3:11])[CH3:10].C(=O)(O)[O-].[Na+]>CN(C=O)C>[Br:1][C:20]1[N:19]([CH2:18][CH:17]([O:16][Si:9]([C:12]([CH3:13])([CH3:14])[CH3:15])([CH3:10])[CH3:11])[CH:39]=[CH2:40])[C:23]2[N:24]=[CH:25][N:26]=[C:27]([NH2:28])[C:22]=2[C:21]=1[C:29]1[CH:30]=[N:31][C:32]2[C:37]([CH:38]=1)=[CH:36][CH:35]=[CH:34][CH:33]=2 |f:2.3|. Reported procedure: N-Bromosuccinimide (894 mg) was added to a solution of 7-(2-(tert-butyldimethylsilyloxy)-3-butenyl)-5-(quinolin-3-yl)-7H-pyrrolo[2,3-d]pyrimidin-4-amine (2.13 g) obtained in Step 5 in DMF (25 ml) at room temperature. After stirring at the same temperature for 30 minutes, the mixture was poured into a saturated aqueous sodium bicarbonate solution, followed by extraction with ethyl acetate. The organic layer was washed with water and a saturated sodium chloride solution, and dried over anhydrous s... Reactants: COC1=C(C=CC=C1)N1CCN(CC1)CCC#N (3-[4-(2-Methoxyphenyl)piperazin-1-yl]propionitrile). The reagents and catalysts are [Rh] (rhodium on alumina). Solvent: N (ammonia). Yields the product COC1=C(C=CC=C1)N1CCN(CC1)CCCN (4-(2-Methoxyphenyl)-1-(3-aminopropyl)piperazine). The yield is 86.9%. As a reaction SMILES: [CH3:1][O:2][C:3]1[CH:8]=[CH:7][CH:6]=[CH:5][C:4]=1[N:9]1[CH2:14][CH2:13][N:12]([CH2:15][CH2:16][C:17]#[N:18])[CH2:11][CH2:10]1>N.[Rh]>[CH3:1][O:2][C:3]1[CH:8]=[CH:7][CH:6]=[CH:5][C:4]=1[N:9]1[CH2:10][CH2:11][N:12]([CH2:15][CH2:16][CH2:17][NH2:18])[CH2:13][CH2:14]1. Procedure: A solution of the product of Example 26 (4.4 g, 18 mmol) in concentrated ethanolic ammonia solution (150 ml) was hydrogenated over 5% rhodium on alumina powder (0.6 g) at 50 p.s.i. (about 3.4×105Pa) for 50 h to give the product (3.9 g) as a brown oil. The reactants are CCBr, O=C([O-])[O-], [K+], [K+], CN(C)C=O, Cc1ccc(S(=O)(=O)NCCCN(CCCCNC=O)S(=O)(=O)c2ccc(C)cc2)cc1. The product is CCN(CCCN(CCCCNC=O)S(=O)(=O)c1ccc(C)cc1)S(=O)(=O)c1ccc(C)cc1. Reaction SMILES: [Br:39][CH2:40][CH3:41].[C:33](=[O:34])([O-:35])[O-:36].[K+:37].[K+:38].[O:42]=[CH:43][N:44]([CH3:45])[CH3:46].[c:1]1([CH3:32])[cH:2][cH:3][c:4]([S:7](=[O:8])(=[O:9])[NH:10][CH2:11][CH2:12][CH2:13][N:14]([CH2:15][CH2:16][CH2:17][CH2:18][NH:19][CH:20]=[O:21])[S:22](=[O:23])(=[O:24])[c:25]2[cH:26][cH:27][c:28]([CH3:31])[cH:29][cH:30]2)[cH:5][cH:6]1>>[c:1]1([CH3:32])[cH:2][cH:3][c:4]([S:7](=[O:8])(=[O:9])[N:10]([CH2:11][CH2:12][CH2:13][N:14]([CH2:15][CH2:16][CH2:17][CH2:18][NH:19][CH:20]=[O:21])[S:22](=[O:23])(=[O:24])[c:25]2[cH:26][cH:27][c:28]([CH3:31])[cH:29][cH:30]2)[CH2:40][CH3:41])[cH:5][cH:6]1. The reactants are FC=1C=C(C(=O)C=2C(N(C=CC2)CC)=O)C=C(C1)F (3-(3,5-difluorobenzoyl)-1-ethylpyridin-2(1H)-one), NC1=NNC(=C1)NC(OC(C)(C)C)=O (tert-butyl 3-amino-1H-pyrazol-5-ylcarbamate), C(C)(=O)[O-].[NH4+] (ammonium acetate). The product is NC1=NNC=2N=C(C=3C(N(C=CC3C21)CC)=O)C2=CC(=CC(=C2)F)F (1-amino-5-(3,5-difluorophenyl)-7-ethyl-3H-pyrazolo[3,4-c][2,7]naphthyridin-6(7H)-one). The yield is 27.1%. Reaction SMILES: [F:1][C:2]1[CH:3]=[C:4]([CH:16]=[C:17]([F:19])[CH:18]=1)[C:5]([C:7]1[C:8](=[O:15])[N:9]([CH2:13][CH3:14])[CH:10]=[CH:11][CH:12]=1)=O.[NH2:20][C:21]1[CH:25]=[C:24]([NH:26]C(=O)OC(C)(C)C)[NH:23][N:22]=1.C([O-])(=O)C.[NH4+]>>[NH2:26][C:24]1[C:25]2[C:12]3[CH:11]=[CH:10][N:9]([CH2:13][CH3:14])[C:8](=[O:15])[C:7]=3[C:5]([C:4]3[CH:3]=[C:2]([F:1])[CH:18]=[C:17]([F:19])[CH:16]=3)=[N:20][C:21]=2[NH:22][N:23]=1 |f:2.3|. Reported procedure: 91 mg (0.346 mmol) of 3-(3,5-difluorobenzoyl)-1-ethylpyridin-2(1H)-one with 69 mg (0.346 mmol) of tert-butyl 3-amino-1H-pyrazol-5-ylcarbamate and 533 mg (6.91 mmol) of ammonium acetate are added to a boiling flask. The mixture is carried at 200° C. dry (i.e., without solvent) for 15 minutes. The solution is placed at room temperature, and then the solid is dissolved in a water/ethyl acetate mixture. The phases are separated and the aqueous phase is extracted several times with ethyl acetate. The...